The task is: describe an organic reaction: reactants, conditions, products, and yield. This data is from the Open Reaction Database (ORD), a public repository of structured organic reaction records. Yields the product Cc1c(C)n(Cc2ccccc2)c2c(N(Cc3ccc(F)cc3)C(=O)OC(C)(C)C)nc(Cl)cc12. As a reaction SMILES: [Br:29][CH2:30][c:31]1[cH:32][cH:33][cH:34][cH:35][cH:36]1.[C:1]([CH3:2])([CH3:3])([CH3:4])[O:5][C:6]([N:7]([CH2:8][c:9]1[cH:10][cH:11][c:12]([F:15])[cH:13][cH:14]1)[c:16]1[n:17][c:18]([Cl:27])[cH:19][c:20]2[c:21]1[nH:22][c:23]([CH3:26])[c:24]2[CH3:25])=[O:28]>>[C:1]([CH3:2])([CH3:3])([CH3:4])[O:5][C:6]([N:7]([CH2:8][c:9]1[cH:10][cH:11][c:12]([F:15])[cH:13][cH:14]1)[c:16]1[n:17][c:18]([Cl:27])[cH:19][c:20]2[c:21]1[n:22]([CH2:30][c:31]1[cH:32][cH:33][cH:34][cH:35][cH:36]1)[c:23]([CH3:26])[c:24]2[CH3:25])=[O:28]. Reactants: BrCc1ccccc1, Cc1[nH]c2c(N(Cc3ccc(F)cc3)C(=O)OC(C)(C)C)nc(Cl)cc2c1C. Starting materials: O=C([O-])[O-], CNc1cccc(OC)n1, CC(C)=O, O=C(Cl)Oc1ccc(C(F)(F)F)cc1, [K+], [K+], O. Yields the product COc1cccc(N(C)C(=O)Oc2ccc(C(F)(F)F)cc2)n1. As a reaction SMILES: [C:11](=[O:12])([O-:13])[O-:14].[CH3:1][O:2][c:3]1[n:4][c:5]([NH:9][CH3:10])[cH:6][cH:7][cH:8]1.[CH3:32][C:33](=[O:34])[CH3:35].[Cl:17][C:18](=[O:19])[O:20][c:21]1[cH:22][cH:23][c:24]([C:27]([F:28])([F:29])[F:30])[cH:25][cH:26]1.[K+:15].[K+:16].[OH2:31]>>[CH3:1][O:2][c:3]1[n:4][c:5]([N:9]([CH3:10])[C:18](=[O:19])[O:20][c:21]2[cH:22][cH:23][c:24]([C:27]([F:28])([F:29])[F:30])[cH:25][cH:26]2)[cH:6][cH:7][cH:8]1. Starting materials: ice water, N (ammonia), ClC1=CC=C(C=C1)C(C(=O)C1=CC=NC=C1)=O (1-(4-chlorophenyl)-2-pyridin-4-yl-ethanedione), CC1=C(C=O)C(=CC(=C1)C)C (2,4,6-trimethylbenzaldehyde), C(C)(=O)[O-].[NH4+] (ammonium acetate). Run in C(C)(=O)O (acetic acid). Run at temperature 100 celsius, time 2 hour. The product is ClC1=CC=C(C=C1)C1=C(N=C(N1)C1=C(C=C(C=C1C)C)C)C1=CC=NC=C1 (4-[5-(4-chlorophenyl)-2-(2,4,6-trimethyphenyl)imidazol-4-yl]pyridine). RXN SMILES: [Cl:1][C:2]1[CH:7]=[CH:6][C:5]([C:8](=O)[C:9]([C:11]2[CH:16]=[CH:15][N:14]=[CH:13][CH:12]=2)=O)=[CH:4][CH:3]=1.[CH3:18][C:19]1[CH:26]=[C:25]([CH3:27])[CH:24]=[C:23]([CH3:28])[C:20]=1[CH:21]=O.C([O-])(=O)C.[NH4+:33].[NH3:34]>C(O)(=O)C>[Cl:1][C:2]1[CH:7]=[CH:6][C:5]([C:8]2[NH:34][C:21]([C:20]3[C:19]([CH3:18])=[CH:26][C:25]([CH3:27])=[CH:24][C:23]=3[CH3:28])=[N:33][C:9]=2[C:11]2[CH:16]=[CH:15][N:14]=[CH:13][CH:12]=2)=[CH:4][CH:3]=1 |f:2.3|. Procedure: A mixture of 12.3 g of 1-(4-chlorophenyl)-2-pyridin-4-yl-ethanedione and 7.4 g of 2,4,6-trimethylbenzaldehyde in 125 ml of acetic acid containing 40 g of ammonium acetate was stirred at 100° C. for 2 hours, then left to cool to room temperature. The mixture was poured into a mixture of 300 ml of ice-water and 200 ml of concentrated ammonia solution and the mixture was extracted three times with ethyl acetate. After drying over anhydrous magnesium sulphate the solvent was evaporated. The residue ... Reactants: C(C)(CCCCC)NC(SCC=C)=NCCCCCCCC (1-sec-heptyl-3-n-octyl-2-S-allyl isothiourea), C(CCCCCCCCCCCCCCCCC)N=C=O (n-octadecylisocyanate). Solvent: O1CCCC1 (tetrahydrofuran). Reaction conditions: time 8 hour. Yields the product C(C)(CCCCC)N(C(SCC=C)=NCCCCCCCC)C(NCCCCCCCCCCCCCCCCCC)=O (1-N-sec-heptyl-3-N-n-octyl-n-octadecylcarbamyl-2-S-allyl isothiourea). Reaction SMILES: [CH:1]([NH:8][C:9](=[N:14][CH2:15][CH2:16][CH2:17][CH2:18][CH2:19][CH2:20][CH2:21][CH3:22])[S:10][CH2:11][CH:12]=[CH2:13])([CH2:3][CH2:4][CH2:5][CH2:6][CH3:7])[CH3:2].[CH2:23]([N:41]=[C:42]=[O:43])[CH2:24][CH2:25][CH2:26][CH2:27][CH2:28][CH2:29][CH2:30][CH2:31][CH2:32][CH2:33][CH2:34][CH2:35][CH2:36][CH2:37][CH2:38][CH2:39][CH3:40]>O1CCCC1>[CH:1]([N:8]([C:42](=[O:43])[NH:41][CH2:23][CH2:24][CH2:25][CH2:26][CH2:27][CH2:28][CH2:29][CH2:30][CH2:31][CH2:32][CH2:33][CH2:34][CH2:35][CH2:36][CH2:37][CH2:38][CH2:39][CH3:40])[C:9](=[N:14][CH2:15][CH2:16][CH2:17][CH2:18][CH2:19][CH2:20][CH2:21][CH3:22])[S:10][CH2:11][CH:12]=[CH2:13])([CH2:3][CH2:4][CH2:5][CH2:6][CH3:7])[CH3:2]. Procedure details: The procedure and equipment were the same as in Example 26. 1.9 g (0.006 mole) 1-sec-heptyl-3-n-octyl-2-S-allyl isothiourea was mixed with 25 ml of tetrahydrofuran to which 1.77 g (0.006 mole) n-octadecylisocyanate was added to the mixture. The reaction mixture was then stirred at ambient temperature overnight and then vacuum evaporated to produce 3.79 g (100 weight percent of theory yield) of a clear liquid having a nD30 of 1.4769. The product was identified as the title product by IR and NMR s... Starting materials: N1=CC=C(C=C1)C=1C(=NN(C1)CCOC1OCCCC1)C=1C=C(C=CC1)NC(=O)NC1=CC=C(C=C1)C(F)(F)F (1-(3-{4-pyridin-4-yl-1-[2-(tetrahydro-pyran-2-yloxy)-ethyl]-1H-pyrazol-3-yl}-phenyl)-3-(4-trifluoromethyl-phenyl)-urea), C(Cl)Cl (methylene chloride). Conditions: time 2 day. Product: OCCN1N=C(C(=C1)C1=CC=NC=C1)C=1C=C(C=CC1)NC(=O)NC1=CC=C(C=C1)C(F)(F)F (1-{3-[1-(2-Hydroxy-ethyl)-4-pyridin-4-yl-1H-pyrazol-3-yl]-phenyl}-3-(4-trifluoromethyl-phenyl)-urea). RXN SMILES: [N:1]1[CH:6]=[CH:5][C:4]([C:7]2[C:8]([C:21]3[CH:22]=[C:23]([NH:27][C:28]([NH:30][C:31]4[CH:36]=[CH:35][C:34]([C:37]([F:40])([F:39])[F:38])=[CH:33][CH:32]=4)=[O:29])[CH:24]=[CH:25][CH:26]=3)=[N:9][N:10]([CH2:12][CH2:13][O:14]C3CCCCO3)[CH:11]=2)=[CH:3][CH:2]=1.C(Cl)Cl>>[OH:14][CH2:13][CH2:12][N:10]1[CH:11]=[C:7]([C:4]2[CH:5]=[CH:6][N:1]=[CH:2][CH:3]=2)[C:8]([C:21]2[CH:22]=[C:23]([NH:27][C:28]([NH:30][C:31]3[CH:32]=[CH:33][C:34]([C:37]([F:40])([F:39])[F:38])=[CH:35][CH:36]=3)=[O:29])[CH:24]=[CH:25][CH:26]=2)=[N:9]1. Procedure details: To 1-(3-{4-pyridin-4-yl-1-[2-(tetrahydro-pyran-2-yloxy)-ethyl]-1H-pyrazol-3-yl}-phenyl)-3-(4-trifluoromethyl-phenyl)-urea (50 mg, 0.09 mmol) in methylene chloride (1 mL) p-toluenesulfonic acid (PTSA) (25.8 mg, 0.13 mmol) was added, the reaction was stirred at room temperature for two days. The solvent was removed under reduced pressure and the product was isolated by silica gel column chromatography (DCM/methanol 93:7). Starting materials: C[C@@H](C(=O)O)N.C(C1=CC=CC=C1)OC(=O)NCCCC[C@H](N)C(=O)O (poly-L-alanine Nε-benzyloxycarbonyl-L-lysine), C(=O)(O)N[C@@H](CCCCNC(=O)OCC1=CC=CC=C1)C(=O)OC([C@@H](NC(=O)O)CCCCNC(=O)OCC1=CC=CC=C1)=O (N-carboxy-N′-benzyloxycarbonyl-L-lysine anhydride), FC(C(=O)O)(F)F (trifluoroacetic acid), C1(=CC=CC=C1)SC (thioanisole). Product: C[C@@H](C(=O)O)N.N[C@@H](CCCCN)C(=O)O (poly-L-alanine L-lysine). As a reaction SMILES: [CH3:1][C@H:2]([NH2:6])[C:3]([OH:5])=[O:4].C(OC([NH:17][CH2:18][CH2:19][CH2:20][CH2:21][C@@H:22]([C:24]([OH:26])=[O:25])[NH2:23])=O)C1C=CC=CC=1.FC(F)(F)C(O)=O.C1(SC)C=CC=CC=1.C(N[C@H](C(OC(=O)[C@H](CCCCNC(OCC1C=CC=CC=1)=O)NC(O)=O)=O)CCCCNC(OCC1C=CC=CC=1)=O)(O)=O>>[CH3:1][C@H:2]([NH2:6])[C:3]([OH:5])=[O:4].[NH2:23][C@H:22]([C:24]([OH:26])=[O:25])[CH2:21][CH2:20][CH2:19][CH2:18][NH2:17] |f:0.1,5.6|. Reported procedure: To the poly-L-alanine/Nε-benzyloxycarbonyl-L-lysine copolymer (9/1) obtained in Production Example 16 were added 270 equivalents and 5 equivalents of trifluoroacetic acid (manufactured by TOKYO CHEMICAL INDUSTRY CO., LTD.) and thioanisole (manufactured by TOKYO CHEMICAL INDUSTRY CO., LTD.), respectively, relative to the number of moles of N-carboxy-N′-benzyloxycarbonyl-L-lysine anhydride, and the mixture was reacted at room temperature to give a poly-L-alanine/L-lysine copolymer. This was dissol... Starting materials: N1C(=CC2=CC=CC=C12)C(=O)[O-] (indole-2-carboxylate), ClCl (chlorine), S(=O)(Cl)Cl (thionyl chloride), P(=O)(Cl)(Cl)Cl (phosphorus oxychloride), C(C(=O)Cl)(=O)Cl (oxalyl chloride). The product is N1C(=CC2=CC=CC=C12)C(=O)Cl (indole-2-carboxylic acid chloride). Reaction SMILES: [NH:1]1[C:9]2[C:4](=[CH:5][CH:6]=[CH:7][CH:8]=2)[CH:3]=[C:2]1[C:10]([O-:12])=O.ClCl.S(Cl)([Cl:17])=O.P(Cl)(Cl)(Cl)=O.C(Cl)(=O)C(Cl)=O>>[NH:1]1[C:9]2[C:4](=[CH:5][CH:6]=[CH:7][CH:8]=2)[CH:3]=[C:2]1[C:10]([Cl:17])=[O:12]. Procedure: In step 1 of Scheme A, bromobenzaldehyde compound a is reacted with azido ester b under basic conditions to yield indole 2-carboxylate ester c. Compound c is then treated in step 2 with benzyl compound d in the presence of alkali metal hydride to afford 1-benzyl indole compound e. In step 3 a Buchwald reaction is carried out by reaction of compound e with protected piperazine f (other cyclic amine may be used) in the presence of suitable catalyst to provide piperazinyl indole g. The ester portio... The reactants are Grignard reagent, S(O)(O)(=O)=O (sulfuric acid), COB(OC)OC (trimethylboric acid), [Mg] (magnesium), II (iodine), CC(CCOC=1C=C(C=CC1)Br)CCCC(C)C (3-(3,7-dimethyloctyloxy)-bromobenzene), Grignard reagent. The solvent is O1CCCC1 (tetrahydrofuran), O1CCCC1 (tetrahydrofuran), O1CCCC1 (tetrahydrofuran). The product is CC(CCOC=1C=C(C=CC1)OB(O)O)CCCC(C)C (3-(3,7-dimethyloctyloxy)-phenylboric acid). Isolated yield 74.5%. RXN SMILES: [Mg].II.[CH3:4][CH:5]([CH2:16][CH2:17][CH2:18][CH:19]([CH3:21])[CH3:20])[CH2:6][CH2:7][O:8][C:9]1[CH:10]=[C:11](Br)[CH:12]=[CH:13][CH:14]=1.C[O:23][B:24]([O:27]C)[O:25]C.S(=O)(=O)(O)O>O1CCCC1>[CH3:4][CH:5]([CH2:16][CH2:17][CH2:18][CH:19]([CH3:21])[CH3:20])[CH2:6][CH2:7][O:8][C:9]1[CH:10]=[C:11]([O:23][B:24]([OH:27])[OH:25])[CH:12]=[CH:13][CH:14]=1. Procedure: Under an inert atmosphere, 7.5 g of magnesium and a small amount of iodine were charged in 100 ml of dried tetrahydrofuran in a three-necked flask. Using a dropping funnel, 90 g of the above-mentioned 3-(3,7-dimethyloctyloxy)-bromobenzene was dropped over 50 minutes. After completion of dropping, 200 ml of dried tetrahydrofuran was added, and the mixture was stirred while heating for 2 hours under reflux to prepare a Grignard reagent. After completion of heating, the reagent was left to cool to ...